Dataset: the Open Reaction Database (ORD), a public repository of structured organic reaction records. Task: describe an organic reaction: reactants, conditions, products, and yield Reactants: [Cl-].[Al+3].[Cl-].[Cl-] (aluminum chloride), ClC1=C(C(=O)O)C=CC=N1 (2-chloronicotinic acid), C1=CC=CC=C1 (benzene), O (water), C(C)(=O)OCC (ethyl acetate). Run at time 3 hour. Yields the product C(C1=CC=CC=C1)C=1C(=NC=CC1)OC (3-Benzyl-2-methoxypyridine). Reaction SMILES: [Cl-].[Al+3].[Cl-].[Cl-].Cl[C:6]1[N:14]=[CH:13][CH:12]=[CH:11][C:7]=1[C:8](O)=O.[CH:15]1[CH:20]=[CH:19][CH:18]=[CH:17][CH:16]=1.O.[C:22](OCC)(=[O:24])C>>[CH2:8]([C:7]1[C:6]([O:24][CH3:22])=[N:14][CH:13]=[CH:12][CH:11]=1)[C:15]1[CH:20]=[CH:19][CH:18]=[CH:17][CH:16]=1 |f:0.1.2.3|. Procedure details: 16 g of aluminum chloride was added to a mixture of 8.6 g of 2-chloronicotinic acid and 120 ml of benzene in an ice bath under stirring. After stirring at room temperature for 2 hours, water and ethyl acetate were added thereto. Insoluble matters were filtered off using Celite, and the organic phase was washed with brine, dried over anhydrous magnesium sulfate and the solvent was removed. To the residue were added 100 ml of methanol and 30 ml of 28% sodium methoxide methanol solution, followed b... The reactants are ClC1=CC=C(C=C1)CCCC(O)C1=CC=C(C=C1)O (4-(4-chlorophenyl)-1-(4-hydroxyphenyl)-1-butanol), OCC(=O)OC (methyl hydroxyacetate). Run at temperature 80 celsius. Product: ClC1=CC=C(C=C1)CCCC(OCC(=O)OC)C1=CC=C(C=C1)O (methyl (4-(4-chlorophenyl)-1-(4-hydroxyphenyl)-1-butoxy)acetate). As a reaction SMILES: [Cl:1][C:2]1[CH:7]=[CH:6][C:5]([CH2:8][CH2:9][CH2:10][CH:11]([C:13]2[CH:18]=[CH:17][C:16]([OH:19])=[CH:15][CH:14]=2)[OH:12])=[CH:4][CH:3]=1.O[CH2:21][C:22]([O:24][CH3:25])=[O:23]>>[Cl:1][C:2]1[CH:7]=[CH:6][C:5]([CH2:8][CH2:9][CH2:10][CH:11]([C:13]2[CH:14]=[CH:15][C:16]([OH:19])=[CH:17][CH:18]=2)[O:12][CH2:21][C:22]([O:24][CH3:25])=[O:23])=[CH:4][CH:3]=1. Procedure: A mixture of the alcohol of Step 3 (138 mg), methyl hydroxyacetate (80 μL), dry fused ZnCl2 (82 mg) in 1,2-dichloroethane (5 mL) was heated to 80° C. for an hour. The title compound was extracted with EtOAc, dried over Na2SO4 and purified by flash chromatography on silica using EtOAc:toluene 5:95 and 7.5:92.5. (For reference, see J. Org. Chem., 52 3917 (1987)). Reactants: FC(C=1C=NNC1)(F)F (4-(trifluoromethyl)-1H-pyrazole), C=O (paraformaldehyde). The solvent is CC(=O)C (acetone). Reaction conditions: temperature 130 celsius, time 4 hour. Yields the product FC(C=1C=NN(C1)CO)(F)F (4-(trifluoromethyl)-1H-pyrazole-1-ylmethanol). Isolated yield 83.3%. Reaction SMILES: [F:1][C:2]([F:9])([F:8])[C:3]1[CH:4]=[N:5][NH:6][CH:7]=1.[CH2:10]=[O:11]>CC(C)=O>[F:1][C:2]([F:9])([F:8])[C:3]1[CH:4]=[N:5][N:6]([CH2:10][OH:11])[CH:7]=1. Procedure: The mixture of 0.59 g of 4-(trifluoromethyl)-1H-pyrazole and 0.26 g of paraformaldehyde was stirred at 130° C. for 4 hours. After the reaction mixture was cooled to room temperature, acetone was added to the reaction mixture. The mixture was filtered. The residue was concentration under reduced pressure to obtain 0.60 g of 4-(trifluoromethyl)-1H-pyrazole-1-ylmethanol. Run in C(Cl)Cl (CH2Cl2), CN(C)C=O (DMF), ClCCl (dichloromethane), O (water). Procedure: The 3-aminomethylcephalosporin may be prepared as follows:-Oxalyl chloride (337 μl.) and DMF (330 μl.) were added to CH2Cl2 (20 ml.) at -10°, and stirred for 30 minutes. 2((Z)-t-Butoxycarbonylmethoxyimino)-2-(2 tritylaminothiazol-4-yl)acetic acid and N-methylmorpholine (510 μl.) were added and stirring continued for 30 minutes. Meanwhile in a separate flask, a suspension of 7-amino-3-azidomethylceph-3-em-4-carboxylic acid (987 mg.) in dichloromethane (8 ml.) was treated with N,O-bis(trimethylsil... Reaction conditions: time 30 minute. Yields the product N(=[N+]=[N-])CC=1CS[C@H]2N(C1C(=O)O)C(C2NC(\C(\C=2N=C(SC2)NC(C2=CC=CC=C2)(C2=CC=CC=C2)C2=CC=CC=C2)=N/OCC(=O)OC(C)(C)C)=O)=O (3-azidomethyl-7-[2-((Z)-t-butoxycarbonylmethoxyimino)-2-(2-tritylaminothiazol-4-yl)acetamido]ceph-3-em-4-carboxylic acid). As a reaction SMILES: C(Cl)(=O)C(Cl)=O.[C:7]([O:11][C:12]([CH2:14][O:15]/[N:16]=[C:17](/[C:21]1[N:22]=[C:23]([NH:26][C:27]([C:40]2[CH:45]=[CH:44][CH:43]=[CH:42][CH:41]=2)([C:34]2[CH:39]=[CH:38][CH:37]=[CH:36][CH:35]=2)[C:28]2[CH:33]=[CH:32][CH:31]=[CH:30][CH:29]=2)[S:24][CH:25]=1)\[C:18]([OH:20])=O)=[O:13])([CH3:10])([CH3:9])[CH3:8].CN1CCOCC1.[NH2:53][CH:54]1[C:68](=[O:69])[N:56]2[C:57]([C:65]([OH:67])=[O:66])=[C:58]([CH2:61][N:62]=[N+:63]=[N-:64])[CH2:59][S:60][C@H:55]12.C/C(/O[Si](C)(C)C)=N\[Si](C)(C)C>ClCCl.O.CN(C=O)C>[N:62]([CH2:61][C:58]1[CH2:59][S:60][C@@H:55]2[CH:54]([NH:53][C:18](=[O:20])/[C:17](=[N:16]\[O:15][CH2:14][C:12]([O:11][C:7]([CH3:9])([CH3:8])[CH3:10])=[O:13])/[C:21]3[N:22]=[C:23]([NH:26][C:27]([C:34]4[CH:39]=[CH:38][CH:37]=[CH:36][CH:35]=4)([C:28]4[CH:33]=[CH:32][CH:31]=[CH:30][CH:29]=4)[C:40]4[CH:41]=[CH:42][CH:43]=[CH:44][CH:45]=4)[S:24][CH:25]=3)[C:68](=[O:69])[N:56]2[C:57]=1[C:65]([OH:67])=[O:66])=[N+:63]=[N-:64]. The reactants are C(C(=O)Cl)(=O)Cl (Oxalyl chloride), NC1[C@@H]2N(C(=C(CS2)CN=[N+]=[N-])C(=O)O)C1=O (7-amino-3-azidomethylceph-3-em-4-carboxylic acid), C(C)(C)(C)OC(=O)CO\N=C(/C(=O)O)\C=1N=C(SC1)NC(C1=CC=CC=C1)(C1=CC=CC=C1)C1=CC=CC=C1 (2((Z)-t-Butoxycarbonylmethoxyimino)-2-(2 tritylaminothiazol-4-yl)acetic acid), CN1CCOCC1 (N-methylmorpholine), C/C(=N\[Si](C)(C)C)/O[Si](C)(C)C (N,O-bis(trimethylsilyl)acetamide), acid chloride. The reactants are C[C@H]1[C@H]([C@H](C[C@@H](O1)O[C@H]2C[C@@](CC3=C(C4=C(C(=C23)O)C(=O)C5=C(C4=O)C=CC=C5OC)O)(C(=O)C)O)NCC6=CC=CC=C6)O (N-benzyldaunomycin), ( II ), Cl (HCl). The product is C[C@H]1[C@H]([C@H](C[C@@H](O1)O[C@H]2C[C@@](CC3=C(C4=C(C(=C23)O)C(=O)C5=C(C4=O)C=CC=C5OC)O)(C(=O)C)O)N)O (Daunomycin). As a reaction SMILES: [CH3:1][C@@H:2]1[O:7][C@@H:6]([O:8][C@@H:9]2[C:18]3[C:13](=[C:14]([OH:32])[C:15]4[C:24](=[O:25])[C:23]5[CH:26]=[CH:27][CH:28]=[C:29]([O:30][CH3:31])[C:22]=5[C:20](=[O:21])[C:16]=4[C:17]=3[OH:19])[CH2:12][C@@:11]([OH:36])([C:33]([CH3:35])=[O:34])[CH2:10]2)[CH2:5][C@H:4]([NH:37]CC2C=CC=CC=2)[C@@H:3]1[OH:45].Cl>>[CH3:1][C@@H:2]1[O:7][C@@H:6]([O:8][C@@H:9]2[C:18]3[C:13](=[C:14]([OH:32])[C:15]4[C:24](=[O:25])[C:23]5[CH:26]=[CH:27][CH:28]=[C:29]([O:30][CH3:31])[C:22]=5[C:20](=[O:21])[C:16]=4[C:17]=3[OH:19])[CH2:12][C@@:11]([OH:36])([C:33]([CH3:35])=[O:34])[CH2:10]2)[CH2:5][C@H:4]([NH2:37])[C@@H:3]1[OH:45]. Procedure: 0.23 g (8%) of (I) and 0.07 g (2%) of (II), as HCl salts. Starting materials: O=C1CCC(=O)N1Br, O=C(OOC(=O)c1ccccc1)c1ccccc1, ClC(Cl)(Cl)Cl, Cc1ccccc1-c1ccsc1. Product: BrCc1ccccc1-c1ccsc1. RXN SMILES: [Br:13][N:14]1[C:15](=[O:16])[CH2:17][CH2:18][C:19]1=[O:20].[C:21]([O:22][O:23][C:24](=[O:25])[c:26]1[cH:27][cH:28][cH:29][cH:30][cH:31]1)(=[O:32])[c:33]1[cH:34][cH:35][cH:36][cH:37][cH:38]1.[C:39]([Cl:40])([Cl:41])([Cl:42])[Cl:43].[s:1]1[cH:2][c:3](-[c:6]2[c:7]([CH3:12])[cH:8][cH:9][cH:10][cH:11]2)[cH:4][cH:5]1>>[s:1]1[cH:2][c:3](-[c:6]2[c:7]([CH2:12][Br:13])[cH:8][cH:9][cH:10][cH:11]2)[cH:4][cH:5]1. Reactants: ClC=1C=C(C=C(C1)Cl)S (3,5-dichlorothiophenol), C([O-])([O-])=O.[K+].[K+] (potassium carbonate), cuprous iodide, ClC=1C=C(C=C(C1)Cl)I (3,5-dichloroiodobenzene). Run in CN(C=O)C (dimethylformamide). Reaction conditions: time 15 minute. The product is ClC=1C=C(C=C(C1)Cl)SC1=CC(=CC(=C1)Cl)Cl (bis(3,5-dichlorophenyl)sulfide). Yield: 94.9%. RXN SMILES: [Cl:1][C:2]1[CH:3]=[C:4](I)[CH:5]=[C:6]([Cl:8])[CH:7]=1.[Cl:10][C:11]1[CH:12]=[C:13]([SH:18])[CH:14]=[C:15]([Cl:17])[CH:16]=1.C(=O)([O-])[O-].[K+].[K+]>CN(C)C=O>[Cl:1][C:2]1[CH:3]=[C:4]([S:18][C:13]2[CH:14]=[C:15]([Cl:17])[CH:16]=[C:11]([Cl:10])[CH:12]=2)[CH:5]=[C:6]([Cl:8])[CH:7]=1 |f:2.3.4|. Procedure: Into a 300 ml three-necked glass flask equipped with a thermometer, a reflux condenser and a stirrer, 3,5-dichloroiodobenzene 22.6 g (82.8 mmol) and dimethylformamide 200 ml were added, and argon was passed through the solution for 2 hours and 15 minutes. Then, 3,5-dichlorothiophenol 14.8 g (82.6 mmol), potassium carbonate 22.8 g (165 mmol) and cuprous iodide 1.57 g (8.24 mmol) were added, which were reacted for 3 hours at 95 to 100° C. with stirring. After completion of the reaction, the reacti...